From a dataset of the Open Reaction Database (ORD), a public repository of structured organic reaction records. describe an organic reaction: reactants, conditions, products, and yield Starting materials: COc1ccccc1Oc1c(Cl)nc(-c2ccccn2)nc1NS(=O)(=O)c1ccc(C(C)(C)C)cc1, CC(=O)OO, CC(=O)O. Yields the product COc1ccccc1Oc1c(Cl)nc(-c2cccc[n+]2[O-])nc1NS(=O)(=O)c1ccc(C(C)(C)C)cc1. Reaction SMILES: [C:1]([CH3:2])([CH3:3])([CH3:4])[c:5]1[cH:6][cH:7][c:8]([S:11](=[O:12])(=[O:13])[NH:14][c:15]2[n:16][c:17](-[c:31]3[n:32][cH:33][cH:34][cH:35][cH:36]3)[n:18][c:19]([Cl:30])[c:20]2[O:21][c:22]2[c:23]([O:28][CH3:29])[cH:24][cH:25][cH:26][cH:27]2)[cH:9][cH:10]1.[C:37]([O:38][OH:40])(=[O:39])[CH3:41].[CH3:42][C:43](=[O:44])[OH:45]>>[C:1]([CH3:2])([CH3:3])([CH3:4])[c:5]1[cH:6][cH:7][c:8]([S:11](=[O:12])(=[O:13])[NH:14][c:15]2[n:16][c:17](-[c:31]3[n+:32]([O-:39])[cH:33][cH:34][cH:35][cH:36]3)[n:18][c:19]([Cl:30])[c:20]2[O:21][c:22]2[c:23]([O:28][CH3:29])[cH:24][cH:25][cH:26][cH:27]2)[cH:9][cH:10]1.